This data is from the Open Reaction Database (ORD), a public repository of structured organic reaction records. The task is: describe an organic reaction: reactants, conditions, products, and yield Reactants: ClC1=NC2=CC=C(C(=C2C=C1)NC(CC1CCCCC1)=O)Cl (N-(2,6-dichloro-5-quinolinyl)-cyclohexaneacetamide), Example 1 ( a ), CN1CCNCC1 (1-methyl-piperazine). Yields the product Cl.Cl.ClC=1C(=C2C=CC(=NC2=CC1)N1CCN(CC1)C)NC(CC1CCCCC1)=O (N-[6-Chloro-2-(4-methyl-1-piperazinyl)-5-quinolinyl]-cyclohexaneacetamide, Dihydrochloride). Isolated yield 38.0%. RXN SMILES: [Cl:1][C:2]1[CH:11]=[CH:10][C:9]2[C:4](=[CH:5][CH:6]=[C:7]([Cl:22])[C:8]=2[NH:12][C:13](=[O:21])[CH2:14][CH:15]2[CH2:20][CH2:19][CH2:18][CH2:17][CH2:16]2)[N:3]=1.[CH3:23][N:24]1[CH2:29][CH2:28][NH:27][CH2:26][CH2:25]1>>[ClH:1].[ClH:1].[Cl:22][C:7]1[C:8]([NH:12][C:13](=[O:21])[CH2:14][CH:15]2[CH2:20][CH2:19][CH2:18][CH2:17][CH2:16]2)=[C:9]2[C:4](=[CH:5][CH:6]=1)[N:3]=[C:2]([N:27]1[CH2:28][CH2:29][N:24]([CH3:23])[CH2:25][CH2:26]1)[CH:11]=[CH:10]2 |f:2.3.4|. Procedure details: Prepared according to the method of example 2 using N-(2,6-dichloro-5-quinolinyl)-cyclohexaneacetamide (Example 1 (a)) (150 mg) and 1-methyl-piperazine (380 mg). The product was purified by chromatography (SiO2, dichloromethane:methanol 95:5 as eluant), converted to its hydrochloride salt by treatment with hydrochloric acid (4M in 1,4-dioxane) and recrystallised (methanol/ethyl acetate) to give the title compound as a solid (40 mg). Starting materials: ClC1=CC(=C(C=C1)C1=NSC(=N1)C(=O)OCC)OC (ethyl 3-(4-chloro-2-methoxyphenyl)-1,2,4-thiadiazole-5-carboxylate), [BH4-].[Na+] (sodium borohydride). Run in CCO (EtOH). Conditions: time 2 hour. Yields the product ClC1=CC(=C(C=C1)C1=NSC(=N1)CO)OC ((3-(4-Chloro-2-methoxyphenyl)-1,2,4-thiadiazol-5-yl)methanol). The yield is 82.4%. Reaction SMILES: [Cl:1][C:2]1[CH:7]=[CH:6][C:5]([C:8]2[N:12]=[C:11]([C:13](OCC)=[O:14])[S:10][N:9]=2)=[C:4]([O:18][CH3:19])[CH:3]=1.[BH4-].[Na+]>CCO>[Cl:1][C:2]1[CH:7]=[CH:6][C:5]([C:8]2[N:12]=[C:11]([CH2:13][OH:14])[S:10][N:9]=2)=[C:4]([O:18][CH3:19])[CH:3]=1 |f:1.2|. Procedure: To a solution of ethyl 3-(4-chloro-2-methoxyphenyl)-1,2,4-thiadiazole-5-carboxylate (0.31 g, 1.04 mmol) in EtOH (15 ml) was added sodium borohydride (0.098 g, 2.59 mmol) portion wise. The resulting reaction mixture was stirred at room temperature for 2 h. After the completion of the reaction (TLC monitoring), the reaction mass was cooled to 0° C., quenched it with 2 ml of water and concentrated under vacuum. Added water (50 ml) and extracted with ethyl acetate (3×50 ml). The combined organic lay... The reactants are C(C1=CC=CC=C1)OC(=O)N[C@H](C(=O)N1[C@H](CCCC1)C(=O)OC)CNC(=O)OC(C)(C)C ((R)-methyl 1-((S)-2-(benzyloxycarbonylamino)-3-(tert-butoxycarbonylamino)propanoyl)piperidine-2-carboxylate), C(=O)(C(F)(F)F)O (TFA). The solvent is C(Cl)Cl (DCM). Reaction conditions: time 1 hour. The product is FC(C(=O)O)(F)F.NC[C@@H](C(=O)N1[C@H](CCCC1)C(=O)OC)NC(=O)OCC1=CC=CC=C1 ((R)-methyl 1-((S)-3-amino-2-(benzyloxycarbonylamino)propanoyl)piperidine-2-carboxylate trifluoroacetate). Isolated yield 100.0%. As a reaction SMILES: [CH2:1]([O:8][C:9]([NH:11][C@@H:12]([CH2:25][NH:26]C(OC(C)(C)C)=O)[C:13]([N:15]1[CH2:20][CH2:19][CH2:18][CH2:17][C@@H:16]1[C:21]([O:23][CH3:24])=[O:22])=[O:14])=[O:10])[C:2]1[CH:7]=[CH:6][CH:5]=[CH:4][CH:3]=1.[C:34]([OH:40])([C:36]([F:39])([F:38])[F:37])=[O:35]>C(Cl)Cl>[F:37][C:36]([F:39])([F:38])[C:34]([OH:40])=[O:35].[NH2:26][CH2:25][C@H:12]([NH:11][C:9]([O:8][CH2:1][C:2]1[CH:3]=[CH:4][CH:5]=[CH:6][CH:7]=1)=[O:10])[C:13]([N:15]1[CH2:20][CH2:19][CH2:18][CH2:17][C@@H:16]1[C:21]([O:23][CH3:24])=[O:22])=[O:14] |f:3.4|. Procedure: To a round bottom flask was added (R)-methyl 1-((S)-2-(benzyloxycarbonylamino)-3-(tert-butoxycarbonylamino)propanoyl)piperidine-2-carboxylate (1.80 gm, 3.88 mmol), DCM (5 mL) and TFA (5 mL). The reaction mixture was stirred at rt for 1 hr. The reaction mixture was then concentrated and dried under vacuum for 3 hr to afford (R)-methyl 1-((S)-3-amino-2-(benzyloxycarbonylamino)propanoyl)piperidine-2-carboxylate trifluoroacetate (1.87 g, 3.92 mmol, 100% yield) as a colorless oil. Anal. Calcd. for C1... The reactants are CN1C(=NC=C1)S (1-Methyl-2-mercapto imidazole), 2-bromo ethyl propionate, ClCC1=C(C=CC=C1)C1=CC=CC=C1 (chloromethylbiphenyl), C(C)OC(C(C)(C)S(=O)(=O)C=1N(C=CN1)C)=O (2-methyl-(1-methyl-1H-imidazolesulfonyl)-propionic acid ethyl ester). Yields the product C(C)OC(C(CC1=CC=C(C=C1)C1=CC=CC=C1)(S(=O)(=O)C=1N(C=CN1)C)C)=O (3-Biphenyl-4-yl-2-methyl-2-(1-methyl-1H-imidazole-2-sulfonyl)-propionic acid ethyl ester). Reaction SMILES: [CH2:1]([O:3][C:4](=[O:17])[C:5]([S:8]([C:11]1[N:12]([CH3:16])[CH:13]=[CH:14][N:15]=1)(=[O:10])=[O:9])([CH3:7])[CH3:6])[CH3:2].CN1C=CN=C1S.ClC[C:27]1[CH:32]=[CH:31][CH:30]=[CH:29][C:28]=1[C:33]1[CH:38]=[CH:37][CH:36]=[CH:35][CH:34]=1>>[CH2:1]([O:3][C:4](=[O:17])[C:5]([CH3:7])([S:8]([C:11]1[N:12]([CH3:16])[CH:13]=[CH:14][N:15]=1)(=[O:10])=[O:9])[CH2:6][C:36]1[CH:37]=[CH:38][C:33]([C:28]2[CH:29]=[CH:30][CH:31]=[CH:32][CH:27]=2)=[CH:34][CH:35]=1)[CH3:2]. Procedure: 3-Biphenyl-4-yl-2-methyl-2-(1-methyl-1H-imidazole-2-sulfonyl)-propionic acid ethyl ester was prepared according to the general method as outlined in example 9. Starting from 2-methyl-(1-methyl-1H-imidazolesulfonyl)-propionic acid ethyl ester Prepared from (1-Methyl-2-mercapto imidazole and 2-bromo ethyl propionate) (3.0 g, 12.2 mmol) and 4 chloromethylbiphenyl (2.97 g,15 mmol). Yield 5.0 g (99 %); low melting solid; MS 413 (M+H)+. Starting materials: N1C=CC2=CC=CC=C12 (1H-indole), COCC(=O)Cl (2-methoxyacetyl chloride), C(C)(=O)C1=CN(C2=CC=C(C=C12)OC(F)(F)F)CC(=O)O ((3-acetyl-5-trifluoromethoxy-indol-1-yl)-acetic acid). The product is COCC(=O)C1=CN(C2=CC=CC=C12)CC(=O)O ([3-(2-Methoxy-acetyl)-indol-1-yl]-acetic acid). Reported procedure: was prepared from 1H-indole in a similar manner as described in Scheme A13 (in step A, 2-methoxyacetyl chloride was used instead of acetyl chloride) for the preparation of (3-acetyl-5-trifluoromethoxy-indol-1-yl)-acetic acid. Brown solid. MS: 248.0 [M+H]+; tR (HPLC conditions c): 3.42 min. Reaction SMILES: N1C2C(=CC=CC=2)C=C1.[CH3:10][O:11][CH2:12][C:13](Cl)=[O:14].C([C:19]1[C:27]2[C:22](=[CH:23][CH:24]=[C:25](OC(F)(F)F)[CH:26]=2)[N:21]([CH2:33][C:34]([OH:36])=[O:35])[CH:20]=1)(=O)C>>[CH3:10][O:11][CH2:12][C:13]([C:19]1[C:27]2[C:22](=[CH:23][CH:24]=[CH:25][CH:26]=2)[N:21]([CH2:33][C:34]([OH:36])=[O:35])[CH:20]=1)=[O:14]. Starting materials: S(O)(O)(=O)=O (sulfuric acid), [OH-].[Na+] (NaOH), [H-].[Al+3].[Li+].[H-].[H-].[H-] (lithium aluminum hydride), FC1=C(C=C(C=C1)OC)C=C[N+](=O)[O-] (1-fluoro-4-methoxy-2-(2-nitro-vinyl)-benzene). The solvent is O (water), C1CCOC1 (THF), O (water). Run at time 2.5 hour. The product is FC1=C(C=C(C=C1)OC)CCN (2-(2-Fluoro-5-methoxyphenyl)-ethylamine). The yield is 99.5%. Reaction SMILES: S(=O)(=O)(O)O.[H-].[Al+3].[Li+].[H-].[H-].[H-].[F:12][C:13]1[CH:18]=[CH:17][C:16]([O:19][CH3:20])=[CH:15][C:14]=1[CH:21]=[CH:22][N+:23]([O-])=O.[OH-].[Na+]>C1COCC1.O>[F:12][C:13]1[CH:18]=[CH:17][C:16]([O:19][CH3:20])=[CH:15][C:14]=1[CH2:21][CH2:22][NH2:23] |f:1.2.3.4.5.6,8.9|. Reported procedure: Cautiously add sulfuric acid (14.7 mL, 265 mmol) dropwise at 0° C. to lithium aluminum hydride (1M solution in THF, 565 mL) with efficient stirring. Warm the mixture to ambient temperature for 20 min and then cool back to 0° C. Add a solution of 1-fluoro-4-methoxy-2-(2-nitro-vinyl)-benzene (18.7 g, 95 mmol) in THF (150 mL) by cannula and stir 2.5 h at ambient temperature. Cool the mixture to 0° C., cautiously add water (4.6 mL) followed by 2N aqueous NaOH (4.6 mL) and water (6.5 mL). Remove the ... Reactants: CC(=O)O, CN(C)C(=O)Cl, Oc1ccc(O)cc1. The product is CN(C)C(=O)c1cc(O)ccc1O. Reaction SMILES: [CH3:15][C:16](=[O:17])[OH:18].[CH3:9][N:10]([C:11](=[O:12])[Cl:13])[CH3:14].[OH:1][c:2]1[cH:3][cH:4][c:5]([OH:6])[cH:7][cH:8]1>>[OH:1][c:2]1[c:3]([C:11]([N:10]([CH3:9])[CH3:14])=[O:12])[cH:4][c:5]([OH:6])[cH:7][cH:8]1.